Dataset: the Open Reaction Database (ORD), a public repository of structured organic reaction records. Task: describe an organic reaction: reactants, conditions, products, and yield Starting materials: OCC1=CC=C(C=C1)N(C1=CC=CC=C1)C1=CC=C(C=C1)CO (bis(4-hydroxymethylphenyl)phenylamine), C1(=CC=C(C=C1)S(=O)(=O)Cl)C (p-toluenesulfonylchloride), resultant compound, COP(OC)OC (trimethylphosphite). Product: P(=O)(O)(O)O.C1(=CC=CC=C1)N(C1=CC=CC=C1)C1=CC=CC=C1 (triphenylamine phosphate). RXN SMILES: OC[C:3]1[CH:8]=[CH:7][C:6]([N:9]([C:16]2[CH:21]=[CH:20][C:19](CO)=[CH:18][CH:17]=2)[C:10]2[CH:15]=[CH:14][CH:13]=[CH:12][CH:11]=2)=[CH:5][CH:4]=1.C1(C)C=CC(S(Cl)(=O)=[O:31])=CC=1.C[O:36][P:37]([O:40]C)[O:38]C>>[P:37]([OH:40])([OH:31])([OH:38])=[O:36].[C:16]1([N:9]([C:6]2[CH:5]=[CH:4][CH:3]=[CH:8][CH:7]=2)[C:10]2[CH:15]=[CH:14][CH:13]=[CH:12][CH:11]=2)[CH:17]=[CH:18][CH:19]=[CH:20][CH:21]=1 |f:3.4|. Procedure details: Bis(4-formylphenyl)phenylamine was reduced in ethanol with 2 equivalents of sodium borohydride to obtain bis(4-hydroxymethylphenyl)phenylamine. The obtained bis(4-hydroxymethylphenyl)phenylamine was reacted with equimolar p-toluenesulfonylchloride to replace a hydroxyl group at one end with a toluenesulfonyl group, and then the resultant compound was reacted with trimethylphosphite to yield a triphenylamine phosphate derivative having the structure represented by the Formula (6), as an intermedi... Reactants: FC(OC=C(C(=O)NCCC1=CC(=C(C=C1)OC)O)C1=CC=2CCCCC2C=C1)F (3-difluoromethoxy-N-[2-(3-hydroxy-4-methoxyphenyl)ethyl]-2-(5,6,7,8-tetrahydronaphthalen-2-yl)acrylamide), CN(C=O)C (N,N-dimethylformamide), ClCC#C (3-chloropropyne), [H-].[Na+] (sodium hydride). Run in O (Water). Run at time 3 hour. The product is FC(OC=C(C(=O)NCCC1=CC(=C(C=C1)OC)OCC#C)C1=CC=2CCCCC2C=C1)F (3-difluoromethoxy-N-[2-{4-methoxy-3-(2-propynyloxy)phenyl}ethyl]-2-(5,6,7,8-tetrahydronaphthalen-2-yl)acrylamide). Yield: 35.6%. Reaction SMILES: [F:1][CH:2]([F:30])[O:3][CH:4]=[C:5]([C:20]1[CH:29]=[CH:28][C:27]2[CH2:26][CH2:25][CH2:24][CH2:23][C:22]=2[CH:21]=1)[C:6]([NH:8][CH2:9][CH2:10][C:11]1[CH:16]=[CH:15][C:14]([O:17][CH3:18])=[C:13]([OH:19])[CH:12]=1)=[O:7].CN(C)C=O.Cl[CH2:37][C:38]#[CH:39].[H-].[Na+]>O>[F:1][CH:2]([F:30])[O:3][CH:4]=[C:5]([C:20]1[CH:29]=[CH:28][C:27]2[CH2:26][CH2:25][CH2:24][CH2:23][C:22]=2[CH:21]=1)[C:6]([NH:8][CH2:9][CH2:10][C:11]1[CH:16]=[CH:15][C:14]([O:17][CH3:18])=[C:13]([O:19][CH2:39][C:38]#[CH:37])[CH:12]=1)=[O:7] |f:3.4|. Procedure details: 417 mg (1.00 mmol) of 3-difluoromethoxy-N-[2-(3-hydroxy-4-methoxyphenyl)ethyl]-2-(5,6,7,8-tetrahydronaphthalen-2-yl)acrylamide, 5 ml of anhydrous N,N-dimethylformamide, 74 mg (1.00 mmol) of 3-chloropropyne and 50 mg (1.25 mmol) of 60% sodium hydride were mixed and stirred at room temperature for 3 hours. Water was added to to the reaction mixture, which was followed by extracted with ethyl acetate, washed with 5% hydrochrolic acid, saturated aqueous sodium bicarbonate solution and saturated brin... The reactants are CC1=NC=CC(=C1)C(C[C@H](C1=C(C=CC=C1)C)C1=CC=C(C=C1)C1=CC=C(C=C1)C(=O)O)=O (4′-[(S)-3-(2-methyl-pyridin-4-yl)-3-oxo-1-o-tolyl-propyl]-biphenyl-4-carboxylic acid), C1(=CC=CC=C1)[C@@H](C)N ((R)-(+)-1-phenylethylamine). Yields the product C1(=CC=CC=C1)[C@@H](C)NC(=O)C1=CC=C(C=C1)C1=CC=C(C=C1)[C@H](CC(=O)C1=CC(=NC=C1)C)C1=C(C=CC=C1)C (4′-[(S)-3-(2-Methyl-pyridin-4-yl)-3-oxo-1-o-tolyl-propyl]-biphenyl-4-carboxylic acid ((R)-1-phenyl-ethyl)-amide). As a reaction SMILES: [CH3:1][C:2]1[CH:7]=[C:6]([C:8](=[O:33])[CH2:9][C@@H:10]([C:18]2[CH:23]=[CH:22][C:21]([C:24]3[CH:29]=[CH:28][C:27]([C:30](O)=[O:31])=[CH:26][CH:25]=3)=[CH:20][CH:19]=2)[C:11]2[CH:16]=[CH:15][CH:14]=[CH:13][C:12]=2[CH3:17])[CH:5]=[CH:4][N:3]=1.[C:34]1([C@H:40]([NH2:42])[CH3:41])[CH:39]=[CH:38][CH:37]=[CH:36][CH:35]=1>>[C:34]1([C@H:40]([NH:42][C:30]([C:27]2[CH:26]=[CH:25][C:24]([C:21]3[CH:20]=[CH:19][C:18]([C@@H:10]([C:11]4[CH:16]=[CH:15][CH:14]=[CH:13][C:12]=4[CH3:17])[CH2:9][C:8]([C:6]4[CH:5]=[CH:4][N:3]=[C:2]([CH3:1])[CH:7]=4)=[O:33])=[CH:23][CH:22]=3)=[CH:29][CH:28]=2)=[O:31])[CH3:41])[CH:39]=[CH:38][CH:37]=[CH:36][CH:35]=1. Procedure details: In analogy to example 89, step 2, from 4′-[(S)-3-(2-methyl-pyridin-4-yl)-3-oxo-1-o-tolyl-propyl]-biphenyl-4-carboxylic acid (example 95, step 1) and (R)-(+)-1-phenylethylamine was prepared the title compound as a white foam, MS (ESI+): m/z=539.4 ([M+H]+). Reactants: CC(C)(C)OC(=O)N1CCC(Oc2ccc(-c3ccc(F)cc3)cn2)CC1, CO, CCOCC, Cl. Product: Fc1ccc(-c2ccc(OC3CCNCC3)nc2)cc1. Reaction SMILES: [C:1]([O:2][C:3](=[O:4])[N:8]1[CH2:9][CH2:10][CH:11]([O:14][c:15]2[n:16][cH:17][c:18](-[c:21]3[cH:22][cH:23][c:24]([F:27])[cH:25][cH:26]3)[cH:19][cH:20]2)[CH2:12][CH2:13]1)([CH3:5])([CH3:6])[CH3:7].[CH3:29][OH:30].[CH3:31][CH2:32][O:33][CH2:34][CH3:35].[ClH:28]>>[NH:8]1[CH2:9][CH2:10][CH:11]([O:14][c:15]2[n:16][cH:17][c:18](-[c:21]3[cH:22][cH:23][c:24]([F:27])[cH:25][cH:26]3)[cH:19][cH:20]2)[CH2:12][CH2:13]1.